Dataset: the Open Reaction Database (ORD), a public repository of structured organic reaction records. Task: describe an organic reaction: reactants, conditions, products, and yield Reactants: [OH-].[Li+] (lithium hydroxide), FC=1C=C(C=CC1)C=1C=CC2=C(C(CO2)NC=2C=C(OCC(=O)OC(C)C)C=CC2)C1 (isopropyl 2-(3-((5-(3-fluorophenyl)-2,3-dihydrobenzofuran-3-yl)amino)phenoxy)acetate). The solvent is C1CCOC1 (THF). Run at temperature 40 celsius, time 24 hour. Product: FC=1C=C(C=CC1)C=1C=CC2=C(C(CO2)NC=2C=C(OCC(=O)O)C=CC2)C1 (2-(3-((5-(3-Fluorophenyl)-2,3-dihydrobenzofuran-3-yl)amino)phenoxy)acetic acid). Yield: 55.8%. As a reaction SMILES: [OH-].[Li+].[F:3][C:4]1[CH:5]=[C:6]([C:10]2[CH:11]=[CH:12][C:13]3[O:17][CH2:16][CH:15]([NH:18][C:19]4[CH:20]=[C:21]([CH:30]=[CH:31][CH:32]=4)[O:22][CH2:23][C:24]([O:26]C(C)C)=[O:25])[C:14]=3[CH:33]=2)[CH:7]=[CH:8][CH:9]=1>C1COCC1>[F:3][C:4]1[CH:5]=[C:6]([C:10]2[CH:11]=[CH:12][C:13]3[O:17][CH2:16][CH:15]([NH:18][C:19]4[CH:20]=[C:21]([CH:30]=[CH:31][CH:32]=4)[O:22][CH2:23][C:24]([OH:26])=[O:25])[C:14]=3[CH:33]=2)[CH:7]=[CH:8][CH:9]=1 |f:0.1|. Procedure details: Aqueous lithium hydroxide (1 N, 1 mL, 1 mmol) was added to a solution of isopropyl 2-(3-((5-(3-fluorophenyl)-2,3-dihydrobenzofuran-3-yl)amino)phenoxy)acetate (22 mg, 0.052 mmol) in THF (1 mL) in a scintillation vial. The vial was sealed and heated at 40° C. After 24 h, the reaction mixture was allowed to cool and the volatiles were concentrated. The residue was acidified with hydrochloric acid (1 N, 1 mL), and extracted with ethyl acetate (3×2 mL). The combined organic extracts were dried (Na2SO... The reactants are CCCCBr, O=C([O-])[O-], CC(C)=O, Oc1cc(F)cc(F)c1, [K+], [K+]. Product: CCCCOc1cc(F)cc(F)c1. RXN SMILES: [Br:1][CH2:2][CH2:3][CH2:4][CH3:5].[C:15](=[O:16])([O-:17])[O-:18].[CH3:21][C:22](=[O:23])[CH3:24].[F:6][c:7]1[cH:8][c:9]([OH:14])[cH:10][c:11]([F:13])[cH:12]1.[K+:19].[K+:20]>>[CH2:2]([CH2:3][CH2:4][CH3:5])[O:14][c:9]1[cH:8][c:7]([F:6])[cH:12][c:11]([F:13])[cH:10]1. Starting materials: C(C)(C)(C)OC(=O)NC1=CC=C(OC=2C=CC(=C(C2)N(C([O-])=O)C)[N+](=O)[O-])C=C1 (N-[5-(4-t-butoxycarbonylaminophenoxy)-2-nitrophenyl]-N-methylcarbamate), [H-].[Na+] (sodium hydride), C(CCCCC)Br (hexyl bromide). The solvent is CN(C=O)C (N,N-dimethylformamide). Reaction conditions: time 1 hour. The product is C(C)(C)(C)OC(=O)N(C1=CC=C(OC=2C=CC(=C(C2)N(C(OC(C)(C)C)=O)C)[N+](=O)[O-])C=C1)CCCCCC (t-Butyl N-{5-[4-(t-butoxycarbonyl-n-hexylamino)phenoxy]-2-nitrophenyl}-N-methylcarbamate). Yield: 168.8%. Reaction SMILES: [H-].[Na+].[C:3]([O:7][C:8]([NH:10][C:11]1[CH:31]=[CH:30][C:14]([O:15][C:16]2[CH:17]=[CH:18][C:19]([N+:27]([O-:29])=[O:28])=[C:20]([N:22]([CH3:26])[C:23](=[O:25])[O-:24])[CH:21]=2)=[CH:13][CH:12]=1)=[O:9])([CH3:6])([CH3:5])[CH3:4].[CH2:32](Br)[CH2:33][CH2:34][CH2:35][CH2:36][CH3:37]>CN(C)C=O>[C:3]([O:7][C:8]([N:10]([CH2:32][CH2:33][CH2:34][CH2:35][CH2:36][CH3:37])[C:11]1[CH:31]=[CH:30][C:14]([O:15][C:16]2[CH:17]=[CH:18][C:19]([N+:27]([O-:29])=[O:28])=[C:20]([N:22]([CH3:26])[C:23](=[O:24])[O:25][C:3]([CH3:6])([CH3:5])[CH3:4])[CH:21]=2)=[CH:13][CH:12]=1)=[O:9])([CH3:6])([CH3:4])[CH3:5] |f:0.1|. Reported procedure: To a suspension of sodium hydride (55 wt. %, 1.26 g) in anhydrous N,N-dimethylformamide (100 ml) was added N-[5-(4-t-butoxycarbonylaminophenoxy)-2-nitrophenyl]-N-methylcarbamate (12.1 g). The mixture was stirred at ambient temperature for several minutes. To the mixture was added hexyl bromide (6.5 g) under ice cooling and the mixture was stirred at the same temperature for 30 minutes and then at room temperature for 1.0 hour. The reaction mixture was concentrated and the residue was partitioned... Reactants: O=C([O-])[O-], CS(C)=O, CCOC(C)=O, COC(=O)C(C)Cl, [Cs+], [Cs+], OCCCc1cc(O)ccc1F. Product: COC(=O)C(C)Oc1ccc(F)c(CCCO)c1. Reaction SMILES: [C:20](=[O:21])([O-:22])[O-:23].[CH3:26][S:27]([CH3:28])=[O:29].[CH3:30][CH2:31][O:32][C:33]([CH3:34])=[O:35].[Cl:13][CH:14]([C:15](=[O:16])[O:17][CH3:18])[CH3:19].[Cs+:24].[Cs+:25].[F:1][c:2]1[c:3]([CH2:9][CH2:10][CH2:11][OH:12])[cH:4][c:5]([OH:8])[cH:6][cH:7]1>>[F:1][c:2]1[c:3]([CH2:9][CH2:10][CH2:11][OH:12])[cH:4][c:5]([O:8][CH:14]([C:15](=[O:16])[O:17][CH3:18])[CH3:19])[cH:6][cH:7]1. Reactants: C(CC)N1C(=O)N(C=2N=CNC2C1=O)CCC (1,3-dipropylxanthine), BrCCCP(OCC)(=O)OCC (diethyl 3-bromopropanephosphonate). Product: C(CC)N1C(=O)N(C=2N=CN(C2C1=O)CCCP(OCC)(OCC)=O)CCC (Diethyl [3-(1,3-dipropylxanthin-7-yl)propyl]phosphonate). Reaction SMILES: [CH2:1]([N:4]1[C:13](=[O:14])[C:12]2[NH:11][CH:10]=[N:9][C:8]=2[N:7]([CH2:15][CH2:16][CH3:17])[C:5]1=[O:6])[CH2:2][CH3:3].Br[CH2:19][CH2:20][CH2:21][P:22]([O:27][CH2:28][CH3:29])(=[O:26])[O:23][CH2:24][CH3:25]>>[CH2:1]([N:4]1[C:13](=[O:14])[C:12]2[N:11]([CH2:19][CH2:20][CH2:21][P:22](=[O:26])([O:27][CH2:28][CH3:29])[O:23][CH2:24][CH3:25])[CH:10]=[N:9][C:8]=2[N:7]([CH2:15][CH2:16][CH3:17])[C:5]1=[O:6])[CH2:2][CH3:3]. Procedure details: The title substance was prepared from 1,3-dipropylxanthine and diethyl 3-bromopropanephosphonate analogously to Example 1 and chromatographed on silica gel (eluent: ethyl acetate/methanol 20:1). The reactants are BrC=1SC=C(C1C)Br (2,4-dibromo-3-methylthiophene), BrCC1=C(SC(=C1)Br)Br (3-bromomethyl-2,5-dibromothiophene), CC1=C(SC(=C1Br)Br)Br (3-methyl-2,4,5-tribromothiophene), CO (methanol), mixture, 100. The reagents and catalysts are [Br-].C(C)[N+](CC)(CC)CC (tetraethylammonium bromide), [Cl-].[Zn+2].[Cl-] (zinc chloride). Solvent: C(Cl)Cl (methylene chloride). Product: BrC1=CSC=C1C (3-bromo-4-methylthiophene), BrC=1SC=C(C1Br)C (2,3-dibromo-4-methylthiophene). Isolated yield 1.2%. RXN SMILES: CO.[CH3:3][C:4]1[C:8]([Br:9])=[C:7]([Br:10])[S:6][C:5]=1Br.BrCC1C=C(Br)SC=1Br.BrC1SC=C(Br)C=1C>[Br-].C([N+](CC)(CC)CC)C.[Cl-].[Zn+2].[Cl-].C(Cl)Cl>[Br:9][C:8]1[C:4]([CH3:3])=[CH:5][S:6][CH:7]=1.[Br:10][C:7]1[S:6][CH:5]=[C:4]([CH3:3])[C:8]=1[Br:9] |f:4.5,6.7.8|. Procedure: A catholyte of 2 l of methanol, 500 ml of methylene chloride, 1 g of zinc chloride, 5 g of tetraethylammonium bromide and 159 g of a mixture of 3-methyl-2,4,5-tribromothiophene (95%) and 3-bromomethyl-2,5-dibromothiophene (5%) was electrolysed in the electrolysis cell 1 at a current density of 100 mA/cm2, a voltage of 7 to 8 V and a temperature of 28° to 38° C. The current consumption was 53 Ah. During the electrolysis, the pH of the catholyte was kept at a value between 5 and 7 by addition of a...